Dataset: the Open Reaction Database (ORD), a public repository of structured organic reaction records. Task: describe an organic reaction: reactants, conditions, products, and yield Starting materials: CCC(C)CC(=O)NC(C)C(=O)OCC(C)C, Cc1ccsc1CC(=O)O. Yields the product Cc1ccsc1CC(=O)NC(C)C(=O)OCC(C)C. Reaction SMILES: [CH2:11]([CH:12]([CH3:13])[CH3:14])[O:15][C:16]([CH:17]([NH:18][C:19](=[O:20])[CH2:21][CH:22]([CH3:23])[CH2:24][CH3:25])[CH3:26])=[O:27].[CH3:1][c:2]1[c:3]([CH2:7][C:8](=[O:9])[OH:10])[s:4][cH:5][cH:6]1>>[CH3:1][c:2]1[c:3]([CH2:7][C:8](=[O:10])[NH:18][CH:17]([C:16]([O:15][CH2:11][CH:12]([CH3:13])[CH3:14])=[O:27])[CH3:26])[s:4][cH:5][cH:6]1. The reactants are C(C)(C)(C)C1=CC=C(C=O)C=C1 (4-tert-butylbenzaldehyde), ClC1=CC=C(C=C1)CCN (2-(4-chloro-phenyl)-ethylamine), [BH4-].[Na+] (sodium borohydride). Reagents/catalysts: Cl (HCl). The solvent is CO (methanol). Conditions: time 30 minute. The product is C(C)(C)(C)C1=CC=C(CNCCC2=CC=C(C=C2)Cl)C=C1 ((4-tert-butyl-benzyl)-[2-(4-chloro-phenyl)-ethyl]-amine). Yield: 96.0%. Reaction SMILES: [C:1]([C:5]1[CH:12]=[CH:11][C:8]([CH:9]=O)=[CH:7][CH:6]=1)([CH3:4])([CH3:3])[CH3:2].[Cl:13][C:14]1[CH:19]=[CH:18][C:17]([CH2:20][CH2:21][NH2:22])=[CH:16][CH:15]=1.[BH4-].[Na+]>CO.Cl>[C:1]([C:5]1[CH:12]=[CH:11][C:8]([CH2:9][NH:22][CH2:21][CH2:20][C:17]2[CH:18]=[CH:19][C:14]([Cl:13])=[CH:15][CH:16]=2)=[CH:7][CH:6]=1)([CH3:4])([CH3:3])[CH3:2] |f:2.3|. Procedure details: 0.38 ml of 4-tert-butylbenzaldehyde (2.25 mmol) and 0.200 ml 2-(4-chloro-phenyl)-ethylamine (1.5 mmol) were dissolved in 4.5 ml methanol at rt, and after stirring for 30 min at rt, were refluxed for 2.5 h. After cooling down to rt, 85 mg (2.25 mmol) sodium borohydride were added and after stirring for 5 min at rt, the reaction mixture was then refluxed for 2 h. After cooling down to rt, the reaction mixture was treated with 4 drops 1 N HCl and concentrated in vacuo. The residue was diluted with ... Starting materials: O (water), [N+](=O)([O-])C=1C=C(C=CC1)N1C(NC(C2=C1N=CC=C2)=O)=O (1-(m-nitrophenyl)pyrido[2,3-d]pyrimidine-2,4(1H,3H)-dione), C(C=C)I (allyl iodide), [H-].[Na+] (sodium hydride). Solvent: CN(C=O)C (dimethylformamide). Conditions: time 30 minute. The product is [N+](=O)([O-])C=1C=C(C=CC1)N1C(N(C(C2=C1N=CC=C2)=O)CC=C)=O (1-(m-nitrophenyl)-3-allylpyrido[2,3-d]pyrimidine-2,4(1H,3H)-dione). Isolated yield 72.0%. As a reaction SMILES: [N+:1]([C:4]1[CH:5]=[C:6]([N:10]2[C:15]3[N:16]=[CH:17][CH:18]=[CH:19][C:14]=3[C:13](=[O:20])[NH:12][C:11]2=[O:21])[CH:7]=[CH:8][CH:9]=1)([O-:3])=[O:2].[H-].[Na+].[CH2:24](I)[CH:25]=[CH2:26].O>CN(C)C=O>[N+:1]([C:4]1[CH:5]=[C:6]([N:10]2[C:15]3[N:16]=[CH:17][CH:18]=[CH:19][C:14]=3[C:13](=[O:20])[N:12]([CH2:26][CH:25]=[CH2:24])[C:11]2=[O:21])[CH:7]=[CH:8][CH:9]=1)([O-:3])=[O:2] |f:1.2|. Procedure: 2.8 g of 1-(m-nitrophenyl)pyrido[2,3-d]pyrimidine-2,4(1H,3H)-dione was dissolved in 30 ml of dry dimethylformamide. To the solution was added 0.6 g of approximately 50 % sodium hydride and stirring was performed for 30 minutes. To this was added 3.4 g of allyl iodide and the mixture was reacted for 3 hours at room temperature. Then the solvent was evaporated from the mixture under reduced pressure. To the residue obtained was added water to precipitate a crude product. Recrystallization of this ...